Dataset: the Open Reaction Database (ORD), a public repository of structured organic reaction records. Task: describe an organic reaction: reactants, conditions, products, and yield Starting materials: C(C1=CC=CC=C1)OC(N[C@@H]([C@H](C)O)C(NCCC(OCC)OCC)=O)=O ([(1S,2S)-1-(3,3-diethoxy-propylcarbamoyl)-2-hydroxy-propyl]-carbamic acid benzyl ester), Cl (hydrochloric acid). Run in O1CCCC1 (tetrahydrofuran). The product is C(C1=CC=CC=C1)OC(N[C@@H]([C@H](C)O)C(NCCC=O)=O)=O ([(1S,2S)-2-hydroxy-1-(3-oxo-propylcarbamoyl)-propyl]-carbamic acid benzyl ester). Yield: 96.6%. RXN SMILES: [CH2:1]([O:8][C:9](=[O:27])[NH:10][C@H:11]([C:15](=[O:26])[NH:16][CH2:17][CH2:18][CH:19](OCC)[O:20]CC)[C@@H:12]([OH:14])[CH3:13])[C:2]1[CH:7]=[CH:6][CH:5]=[CH:4][CH:3]=1.Cl>O1CCCC1>[CH2:1]([O:8][C:9](=[O:27])[NH:10][C@H:11]([C:15](=[O:26])[NH:16][CH2:17][CH2:18][CH:19]=[O:20])[C@@H:12]([OH:14])[CH3:13])[C:2]1[CH:7]=[CH:6][CH:5]=[CH:4][CH:3]=1. Procedure: By using an analogous procedure to that described for Reference Example 14, [(1S,2S)-1-(3,3-diethoxy-propylcarbamoyl)-2-hydroxy-propyl]-carbamic acid benzyl ester (2 g, 5.24 mmol, obtained from Reference Example 17) in tetrahydrofuran (10 ml) was reacted with 0.5 N hydrochloric acid (10 ml) for 30 minutes at room temperature, to provide [(1S,2S)-2-hydroxy-1-(3-oxo-propylcarbamoyl)-propyl]-carbamic acid benzyl ester (1.56 g, 97%) as a white solid. Starting materials: C1=CC(=CN=C1)CC(O)(P(=O)(O)O)P(=O)(O)O (risedronic acid), C(=O)([O-])[O-].[Na+].[Na+] (Na2CO3). Run in O (water). The product is C1=CC(=CN=C1)CC(O)(P(=O)(O)O)P(=O)(O)[O-].[Na+] (sodium risedronate). Yield: 173.7%. As a reaction SMILES: [CH:1]1[CH:6]=[N:5][CH:4]=[C:3]([CH2:7][C:8]([P:14]([OH:17])([OH:16])=[O:15])([P:10]([OH:13])([OH:12])=[O:11])[OH:9])[CH:2]=1.C([O-])([O-])=O.[Na+:22].[Na+]>O>[CH:1]1[CH:6]=[N:5][CH:4]=[C:3]([CH2:7][C:8]([P:10]([O-:12])([OH:13])=[O:11])([P:14]([OH:17])([OH:16])=[O:15])[OH:9])[CH:2]=1.[Na+:22] |f:1.2.3,5.6|. Reported procedure: 18.0 g of risedronic acid and 730 ml of deionized water are charged into a 1-liter reactor, equipped with mechanical stirrer and thermometer. The suspension, under stirring, is added with 3.4 g of Na2CO3. The admixture is kept under stirring for 30′, up to complete dissolution of the undissolved solids. The solution, whose pH is 4.57, is filtered on a paper filter and put into Lioguard chambers. The chambers are introduced into a lyophilizer and processed according to example 1. At the end 17 g ...